This data is from the Open Reaction Database (ORD), a public repository of structured organic reaction records. The task is: describe an organic reaction: reactants, conditions, products, and yield Reactants: CC(C)(C)OC(=O)N1CCC(=Cc2cc(Br)cc(Oc3ccc(C(F)(F)F)cn3)c2)CC1, ClCCl, O=C(O)C(F)(F)F. Product: FC(F)(F)c1ccc(Oc2cc(Br)cc(C=C3CCNCC3)c2)nc1. As a reaction SMILES: [Br:1][c:2]1[cH:3][c:4]([CH:5]=[C:6]2[CH2:7][CH2:8][N:9]([C:12]([O:13][C:14]([CH3:15])([CH3:16])[CH3:17])=[O:18])[CH2:10][CH2:11]2)[cH:19][c:20]([O:22][c:23]2[n:24][cH:25][c:26]([C:29]([F:30])([F:31])[F:32])[cH:27][cH:28]2)[cH:21]1.[Cl:40][CH2:41][Cl:42].[OH:33][C:34]([C:35]([F:36])([F:37])[F:38])=[O:39]>>[Br:1][c:2]1[cH:3][c:4]([CH:5]=[C:6]2[CH2:7][CH2:8][NH:9][CH2:10][CH2:11]2)[cH:19][c:20]([O:22][c:23]2[n:24][cH:25][c:26]([C:29]([F:30])([F:31])[F:32])[cH:27][cH:28]2)[cH:21]1. Starting materials: CN(C)C=O, O=[N+]([O-])c1ccc(F)cc1, [H-], [H][H], [Na+], CC(O)(CCc1ccc(Cl)cc1)Cn1ccnc1, c1ccccc1. The product is CC(CCc1ccc(Cl)cc1)(Cn1ccnc1)Oc1ccc([N+](=O)[O-])cc1. RXN SMILES: [CH3:39][N:40]([CH3:41])[CH:42]=[O:43].[F:23][c:24]1[cH:25][cH:26][c:27]([N+:30](=[O:31])[O-:32])[cH:28][cH:29]1.[H-:19].[H:21][H:22].[Na+:20].[OH:1][C:2]([CH2:3][n:4]1[cH:5][n:6][cH:7][cH:8]1)([CH2:9][CH2:10][c:11]1[cH:12][cH:13][c:14]([Cl:17])[cH:15][cH:16]1)[CH3:18].[cH:33]1[cH:34][cH:35][cH:36][cH:37][cH:38]1>>[O:1]([C:2]([CH2:3][n:4]1[cH:5][n:6][cH:7][cH:8]1)([CH2:9][CH2:10][c:11]1[cH:12][cH:13][c:14]([Cl:17])[cH:15][cH:16]1)[CH3:18])[c:24]1[cH:25][cH:26][c:27]([N+:30](=[O:31])[O-:32])[cH:28][cH:29]1. The product is C(C)(C)(C)OC(=O)N1C[C@H]([C@@H](C1)COC(CCCCCCC\C=C/CCCCCCCC)=O)COC(CCCCCCC\C=C/CCCCCCCC)=O (trans-1-(tert-Butoxycarbonyl)-3,4-bis(((Z)-octadec-9-enoyloxy)methyl)pyrrolidine). RXN SMILES: [C:1]([O:5][C:6]([N:8]1[CH2:12][C@@H:11]([CH2:13][OH:14])[C@H:10]([CH2:15][OH:16])[CH2:9]1)=[O:7])([CH3:4])([CH3:3])[CH3:2].[C:17]([OH:36])(=O)[CH2:18][CH2:19][CH2:20][CH2:21][CH2:22][CH2:23][CH2:24]/[CH:25]=[CH:26]\[CH2:27][CH2:28][CH2:29][CH2:30][CH2:31][CH2:32][CH2:33][CH3:34]>>[C:1]([O:5][C:6]([N:8]1[CH2:9][C@@H:10]([CH2:15][O:16][C:17](=[O:36])[CH2:18][CH2:19][CH2:20][CH2:21][CH2:22][CH2:23][CH2:24]/[CH:25]=[CH:26]\[CH2:27][CH2:28][CH2:29][CH2:30][CH2:31][CH2:32][CH2:33][CH3:34])[C@H:11]([CH2:13][O:14][C:17](=[O:36])[CH2:18][CH2:19][CH2:20][CH2:21][CH2:22][CH2:23][CH2:24]/[CH:25]=[CH:26]\[CH2:27][CH2:28][CH2:29][CH2:30][CH2:31][CH2:32][CH2:33][CH3:34])[CH2:12]1)=[O:7])([CH3:4])([CH3:3])[CH3:2]. Reactants: C(C)(C)(C)OC(=O)N1C[C@H]([C@@H](C1)CO)CO (trans-3,4-bis(hydroxymethyl)pyrrolidine-1-carboxylic acid tert-butyl ester), C(CCCCCCC\C=C/CCCCCCCC)(=O)O (oleic acid). Procedure details: Compound XIII-1 (280 mg, 54.6%) was obtained in the same manner as that in Reference Example 2, by using trans-3,4-bis(hydroxymethyl)pyrrolidine-1-carboxylic acid tert-butyl ester (156 mg, 0.674 mmol) obtained by using the method described in WO2006/100036 and oleic acid (Tokyo Chemical Industry Co., Ltd.; 419 mg, 1.48 mmol). Reactants: CC(C)(C)OC(=O)N1CC2CNCC(C1)O2, CC(C)O, N#Cc1ccc(OCC2CO2)cc1, O. The product is CC(C)(C)OC(=O)N1CC2CN(CC(O)COc3ccc(C#N)cc3)CC(C1)O2. Reaction SMILES: [CH:1]12[CH2:2][N:3]([C:10](=[O:11])[O:12][C:13]([CH3:14])([CH3:15])[CH3:16])[CH2:4][CH:5]([CH2:6][NH:7][CH2:8]1)[O:9]2.[CH:30]([OH:31])([CH3:32])[CH3:33].[O:17]1[CH:18]([CH2:20][O:21][c:22]2[cH:23][cH:24][c:25]([C:26]#[N:27])[cH:28][cH:29]2)[CH2:19]1.[OH2:34]>>[CH:1]12[CH2:2][N:3]([C:10](=[O:11])[O:12][C:13]([CH3:14])([CH3:15])[CH3:16])[CH2:4][CH:5]([CH2:6][N:7]([CH2:19][CH:18]([OH:17])[CH2:20][O:21][c:22]3[cH:23][cH:24][c:25]([C:26]#[N:27])[cH:28][cH:29]3)[CH2:8]1)[O:9]2.